From a dataset of the Open Reaction Database (ORD), a public repository of structured organic reaction records. describe an organic reaction: reactants, conditions, products, and yield The reactants are C(C)(=O)NC=1C=C(C=CC1)O (3-Acetamidophenol), Intermediate 1A, C(C)(=O)NC1=CC=C(C=C1)O (4-acetamidophenol), [N+](=O)([O-])C1=CC=C(OC2=CC(=C(N)C=C2)[N+](=O)[O-])C=C1 (4-(4-Nitrophenoxy)-2-nitroaniline). Yields the product C(C)(=O)NC=1C=C(OC=2C=CC(=C(N)C2)[N+](=O)[O-])C=CC1 (5-(3-Acetamidophenoxy)-2-nitroaniline). Reaction SMILES: [C:1]([NH:4][C:5]1[CH:6]=[C:7]([OH:11])[CH:8]=[CH:9][CH:10]=1)(=[O:3])[CH3:2].C(NC1C=CC(O)=CC=1)(=O)C.[N+](C1C=CC(O[C:31]2[CH:37]=[CH:36][C:34]([NH2:35])=[C:33]([N+:38]([O-:40])=[O:39])[CH:32]=2)=CC=1)([O-])=O>>[C:1]([NH:4][C:5]1[CH:6]=[C:7]([CH:8]=[CH:9][CH:10]=1)[O:11][C:37]1[CH:31]=[CH:32][C:33]([N+:38]([O-:40])=[O:39])=[C:34]([CH:36]=1)[NH2:35])(=[O:3])[CH3:2]. Reported procedure: 3-Acetamidophenol was utilized instead of 4-acetamidophenol, according to the same procedure for Intermediate 1 to prepare Intermediate 1A: MS m/e 286 (M−1). Starting materials: Cc1cc(C(=O)O)cc(Cl)n1, CNc1ccc(F)cc1. The reagents and catalysts are COC1=NC(=NC(=N1)Cl)Cl (2,4-Dichloro-6-methoxy-1,3,5-triazine), CCN(C(C)C)C(C)C (DIPEA). Solvent: CN(C)C=O (DMF), CN(C)C=O (DMF), CN(C)C=O (DMF), CN(C)C=O (DMF), CN(C)C=O (DMF), CN(C)C=O (DMF). Reaction conditions: temperature 25 celsius, time 2 hour. Product: Cc1cc(C(=O)N(C)c2ccc(F)cc2)cc(Cl)n1. Isolated yield 1.7%. RXN SMILES: CNc1ccc(F)cc1.Cc1cc(C(=O)O)cc(Cl)n1.COC1=NC(=NC(=N1)Cl)Cl.CCN(C(C)C)C(C)C.CN(C)C=O>>Cc1cc(C(=O)N(C)c2ccc(F)cc2)cc(Cl)n1.